Dataset: the Open Reaction Database (ORD), a public repository of structured organic reaction records. Task: describe an organic reaction: reactants, conditions, products, and yield Procedure details: To a solution of compound 4-(3,5-dimethylisoxazol-4-yl)-2-nitroaniline (334 g, 1.43 mol, 1.0 eq) in ethanol (3.3 L) were added iodine (726 g, 2.8 mol, 2.0 eq) and silver nitrate (485 g, 2.8 mol, 2.0 eq). The reaction mixture was stirred at rt overnight, filtered, and the filtrate was evaporated to dryness. The residue was dissolved in EtOAc (5 L) and washed with water and brine, and dried over sodium sulfate. The organic solvent was evaporated to give a residue, which was purified by flash colum... RXN SMILES: [CH3:1][C:2]1[C:6]([C:7]2[CH:13]=[CH:12][C:10]([NH2:11])=[C:9]([N+:14]([O-:16])=[O:15])[CH:8]=2)=[C:5]([CH3:17])[O:4][N:3]=1.[I:18]I>C(O)C.[N+]([O-])([O-])=O.[Ag+]>[CH3:1][C:2]1[C:6]([C:7]2[CH:8]=[C:9]([N+:14]([O-:16])=[O:15])[C:10]([NH2:11])=[C:12]([I:18])[CH:13]=2)=[C:5]([CH3:17])[O:4][N:3]=1 |f:3.4|. Conditions: time 8 hour. Run in C(C)O (ethanol). Yields the product CC1=NOC(=C1C1=CC(=C(N)C(=C1)[N+](=O)[O-])I)C (4-(3,5-dimethylisoxazol-4-yl)-2-iodo-6-nitroaniline). Reagents/catalysts: [N+](=O)([O-])[O-].[Ag+] (silver nitrate). Reactants: CC1=NOC(=C1C1=CC(=C(N)C=C1)[N+](=O)[O-])C (4-(3,5-dimethylisoxazol-4-yl)-2-nitroaniline), II (iodine). The yield is 76.5%. Starting materials: CCOc1cc(C(C)(C)C)ncc1C1=NC(C)(c2ccc(Cl)cc2)C(C)(c2ccc(Cl)cc2)N1C(=O)N1CCC(CC(=O)O)CC1, NCCc1cccc(F)c1. Yields the product CCOc1cc(C(C)(C)C)ncc1C1=NC(C)(c2ccc(Cl)cc2)C(C)(c2ccc(Cl)cc2)N1C(=O)N1CCC(CC(=O)NCCc2cccc(F)c2)CC1. RXN SMILES: [C:1]([CH3:2])([CH3:3])([CH3:4])[c:5]1[cH:6][c:7]([O:44][CH2:45][CH3:46])[c:8]([C:11]2=[N:15][C:14]([CH3:16])([c:17]3[cH:18][cH:19][c:20]([Cl:23])[cH:21][cH:22]3)[C:13]([CH3:24])([c:25]3[cH:26][cH:27][c:28]([Cl:31])[cH:29][cH:30]3)[N:12]2[C:32](=[O:33])[N:34]2[CH2:35][CH2:36][CH:37]([CH2:40][C:41](=[O:42])[OH:43])[CH2:38][CH2:39]2)[cH:9][n:10]1.[F:47][c:48]1[cH:49][c:50]([CH2:51][CH2:52][NH2:53])[cH:54][cH:55][cH:56]1>>[C:1]([CH3:2])([CH3:3])([CH3:4])[c:5]1[cH:6][c:7]([O:44][CH2:45][CH3:46])[c:8]([C:11]2=[N:15][C:14]([CH3:16])([c:17]3[cH:18][cH:19][c:20]([Cl:23])[cH:21][cH:22]3)[C:13]([CH3:24])([c:25]3[cH:26][cH:27][c:28]([Cl:31])[cH:29][cH:30]3)[N:12]2[C:32](=[O:33])[N:34]2[CH2:35][CH2:36][CH:37]([CH2:40][C:41](=[O:43])[NH:53][CH2:52][CH2:51][c:50]3[cH:49][c:48]([F:47])[cH:56][cH:55][cH:54]3)[CH2:38][CH2:39]2)[cH:9][n:10]1. The yield is 78.7%. Reaction SMILES: [Cl:1][C:2]1[N:7]=[C:6]([CH:8]([OH:29])[CH:9]([NH:21]C(=O)OC(C)(C)C)[CH2:10][C:11]2[CH:16]=[CH:15][C:14]([C:17]([F:20])([F:19])[F:18])=[CH:13][CH:12]=2)[CH:5]=[CH:4][CH:3]=1.FC(F)(F)C(O)=O>>[NH2:21][CH:9]([CH2:10][C:11]1[CH:12]=[CH:13][C:14]([C:17]([F:20])([F:19])[F:18])=[CH:15][CH:16]=1)[CH:8]([C:6]1[CH:5]=[CH:4][CH:3]=[C:2]([Cl:1])[N:7]=1)[OH:29]. Reaction conditions: time 10 minute. The reactants are ClC1=CC=CC(=N1)C(C(CC1=CC=C(C=C1)C(F)(F)F)NC(OC(C)(C)C)=O)O (1,1-dimethylethyl(1RS,2RS)-2-(6-chloro-2-pyridyl)-2-hydroxy-1-((4-(trifluoromethyl)phenyl)methyl)ethylcarbamate), FC(C(=O)O)(F)F (trifluoroacetic acid). Yields the product NC(C(O)C1=NC(=CC=C1)Cl)CC1=CC=C(C=C1)C(F)(F)F ((1RS,2RS)-2-amino-1-(6-chloro-2-pyridyl)-3-(4-(trifluoromethyl)phenyl)-1-propanol). Procedure: To 1,1-dimethylethyl(1RS,2RS)-2-(6-chloro-2-pyridyl)-2-hydroxy-1-((4-(trifluoromethyl)phenyl)methyl)ethylcarbamate (500 mg, 1.16 mmol) was added trifluoroacetic acid (8 ml) at 0° C., and the mixture was stirred for 10 min. The reaction solution was concentrated, diluted with water (20 ml) and extracted with ethyl acetate (20 ml×2). The extract was washed with saturated brine, dried over anhydrous magnesium sulfate and evaporated under reduced pressure. The residue was recrystallized from diisopr...